This data is from the Open Reaction Database (ORD), a public repository of structured organic reaction records. The task is: describe an organic reaction: reactants, conditions, products, and yield Product: CN1C(C)(C)CC(OCC2CO2)CC1(C)C. As a reaction SMILES: [Br-:28].[CH3:29][CH2:30][CH2:31][CH2:32][N+:33]([CH2:34][CH2:35][CH2:36][CH3:37])([CH2:38][CH2:39][CH2:40][CH3:41])[CH2:42][CH2:43][CH2:44][CH3:45].[CH3:3][c:4]1[cH:5][cH:6][cH:7][cH:8][cH:9]1.[Cl:22][CH2:23][CH:24]1[CH2:25][O:26]1.[Na+:2].[OH-:1].[OH2:27].[OH:10][CH:11]1[CH2:12][C:13]([CH3:20])([CH3:21])[N:14]([CH3:19])[C:15]([CH3:17])([CH3:18])[CH2:16]1>>[O:10]([CH:11]1[CH2:12][C:13]([CH3:20])([CH3:21])[N:14]([CH3:19])[C:15]([CH3:17])([CH3:18])[CH2:16]1)[CH2:23][CH:24]1[CH2:25][O:26]1. The reactants are [Br-], CCCC[N+](CCCC)(CCCC)CCCC, Cc1ccccc1, ClCC1CO1, [Na+], [OH-], O, CN1C(C)(C)CC(O)CC1(C)C. Procedure details: Dimethyl-1-diazo-2-oxypropylphosphonate (0.48 g, 2.5 mmol) was added to a solution of 2-(2-chloro-3-formyl-phenoxy)-butyronitrile (0.4 g, 1.8 mmol) in MeOH (40 ml) at room temperature under argon. The solution was cooled to 0° C. and K2CO3 was added. After the addition stirring was continued for 48 h at room temperature. Reaction mixture was then poured into cold water (0° C.) and extracted twice with ethylacetate. The combined organic layers were dried with MgSO4 and evaporated. The crude produ... Product: COC(C(CC)OC1=C(C(=CC=C1)C#C)Cl)=N (2-(2-chloro-3-ethynyl-phenoxy)-butyrimidic acid methyl ester). Starting materials: O (water), Dimethyl-1-diazo-2-oxypropylphosphonate, ClC1=C(OC(C#N)CC)C=CC=C1C=O (2-(2-chloro-3-formyl-phenoxy)-butyronitrile), CO (MeOH), C(=O)([O-])[O-].[K+].[K+] (K2CO3). RXN SMILES: [Cl:1][C:2]1[C:13]([CH:14]=O)=[CH:12][CH:11]=[CH:10][C:3]=1[O:4][CH:5]([CH2:8][CH3:9])[C:6]#[N:7].[C:16]([O-:19])([O-])=O.[K+].[K+].O.[CH3:23]O>>[CH3:16][O:19][C:6](=[NH:7])[CH:5]([O:4][C:3]1[CH:10]=[CH:11][CH:12]=[C:13]([C:14]#[CH:23])[C:2]=1[Cl:1])[CH2:8][CH3:9] |f:1.2.3|. Run at temperature 0 celsius, time 48 hour. Reactants: CI (methyl iodide), C(C)OCC (diethyl ether), C1=CC=CC=C1 (benzene). The product is C(C)C(CC(C)=O)CC (4-Ethyl-2-hexanone). Reaction SMILES: [CH3:1]I.[CH:3]1[CH:8]=[CH:7][CH:6]=[CH:5]C=1.C([O:11][CH2:12][CH3:13])C>>[CH2:8]([CH:7]([CH2:6][CH3:5])[CH2:1][C:12](=[O:11])[CH3:13])[CH3:3]. Reported procedure: 85.2 g methyl iodide in 50 ml of diethyl ether are added dropwise. Thereafter, 100 ml of benzene are added, and a part of the diethylether is distilled off. After addition of 33.3 g of ethyl-2-butyl-carbonitrile 19b, the mixture is heated under reflux for 5 hours. The reaction mixture is hydrolyzed with NH4Cl-solution, extracted with diethyl ether, washed with water, dried over sodium sulfate, concentrated, and distilled in vacuo over a Vigreux column. Obtained are: Reactants: CCOC(C)=O, O=C=NCc1ccc(C(F)(F)F)cc1, Nc1cccc2c1CC(O)C(=O)N2. Product: O=C(NCc1ccc(C(F)(F)F)cc1)Nc1cccc2c1CC(O)C(=O)N2. RXN SMILES: [CH3:28][CH2:29][O:30][C:31](=[O:32])[CH3:33].[F:14][C:15]([c:16]1[cH:17][cH:18][c:19]([CH2:20][N:21]=[C:22]=[O:23])[cH:24][cH:25]1)([F:26])[F:27].[NH2:1][c:2]1[c:3]2[c:8]([cH:9][cH:10][cH:11]1)[NH:7][C:6](=[O:12])[CH:5]([OH:13])[CH2:4]2>>[NH:1]([c:2]1[c:3]2[c:8]([cH:9][cH:10][cH:11]1)[NH:7][C:6](=[O:12])[CH:5]([OH:13])[CH2:4]2)[C:22]([NH:21][CH2:20][c:19]1[cH:18][cH:17][c:16]([C:15]([F:14])([F:26])[F:27])[cH:25][cH:24]1)=[O:23].